Dataset: the Open Reaction Database (ORD), a public repository of structured organic reaction records. Task: describe an organic reaction: reactants, conditions, products, and yield The reactants are IC1=CC=C(C(=O)CC(=O)OCC)C=C1 (Ethyl 4-iodobenzoylacetate), N(N)C1=NC=CC=N1 (2-hydrazinopyrimidine). Solvent: C(C)O (ethanol), C(C)O (ethanol). Run at temperature 100 celsius, time 8 hour. Product: IC1=CC=C(C=C1)C1=NN(C(=C1)O)C1=NC=CC=N1 (3-(4-iodophenyl)-1-(pyrimidin-2-yl)-1H-pyrazol-5-ol). Yield: 49.0%. Reaction SMILES: [I:1][C:2]1[CH:15]=[CH:14][C:5]([C:6]([CH2:8][C:9]([O:11]CC)=O)=O)=[CH:4][CH:3]=1.[NH:16]([C:18]1[N:23]=[CH:22][CH:21]=[CH:20][N:19]=1)[NH2:17]>C(O)C>[I:1][C:2]1[CH:3]=[CH:4][C:5]([C:6]2[CH:8]=[C:9]([OH:11])[N:16]([C:18]3[N:23]=[CH:22][CH:21]=[CH:20][N:19]=3)[N:17]=2)=[CH:14][CH:15]=1. Reported procedure: Ethyl 4-iodobenzoylacetate (10 mmol, manufactured by Aldrich) and ethanol (10 mL) were charged in a 100 mL round-bottom flask to which a solution of 2-hydrazinopyrimidine (10 mmol, manufactured by Aldrich) in ethanol (10 mL) was then added. After being stirred at 100° C. for 8 hours, the reaction liquid was cooled at room temperature. The resulting solid was filtered, washed with ethanol and hexane, and then dried under vacuum to afford the title compound. Starting materials: C(C)(C)(C)C=C[B-](C1=C(C=C(C=C1C)C)C)(C1=C(C=C(C=C1C)C)C)C1=C(C=C(C=C1C)C)C.[Na+] (sodium (2-tert-butylethenyl)trimesitylborate), Cl(=O)(=O)(=O)[O-].C1(=CC=CC=C1)[S+](CC(=O)C1=CC=C(C=C1)F)C1=CC=CC=C1 (diphenyl-p-fluorophenacylsulfonium perchlorate), O (water), resultant mixture. Run in CC(=O)C (acetone), C(C)#N (acetonitrile). The product is C1(=CC=CC=C1)[S+](CC(=O)C1=CC=C(C=C1)F)C1=CC=CC=C1.C(C)(C)(C)C=C[B-](C1=C(C=C(C=C1C)C)C)(C1=C(C=C(C=C1C)C)C)C1=C(C=C(C=C1C)C)C (diphenyl-p-fluorophenacylsulfonium (2-tert-butylethenyl)trimesitylborate). Reaction SMILES: [C:1]([CH:5]=[CH:6][B-:7]([C:26]1[C:31]([CH3:32])=[CH:30][C:29]([CH3:33])=[CH:28][C:27]=1[CH3:34])([C:17]1[C:22]([CH3:23])=[CH:21][C:20]([CH3:24])=[CH:19][C:18]=1[CH3:25])[C:8]1[C:13]([CH3:14])=[CH:12][C:11]([CH3:15])=[CH:10][C:9]=1[CH3:16])([CH3:4])([CH3:3])[CH3:2].[Na+].Cl([O-])(=O)(=O)=O.[C:41]1([S+:47]([C:58]2[CH:63]=[CH:62][CH:61]=[CH:60][CH:59]=2)[CH2:48][C:49]([C:51]2[CH:56]=[CH:55][C:54]([F:57])=[CH:53][CH:52]=2)=[O:50])[CH:46]=[CH:45][CH:44]=[CH:43][CH:42]=1.O>CC(C)=O.C(#N)C>[C:58]1([S+:47]([C:41]2[CH:46]=[CH:45][CH:44]=[CH:43][CH:42]=2)[CH2:48][C:49]([C:51]2[CH:52]=[CH:53][C:54]([F:57])=[CH:55][CH:56]=2)=[O:50])[CH:59]=[CH:60][CH:61]=[CH:62][CH:63]=1.[C:1]([CH:5]=[CH:6][B-:7]([C:8]1[C:13]([CH3:14])=[CH:12][C:11]([CH3:15])=[CH:10][C:9]=1[CH3:16])([C:26]1[C:31]([CH3:32])=[CH:30][C:29]([CH3:33])=[CH:28][C:27]=1[CH3:34])[C:17]1[C:22]([CH3:23])=[CH:21][C:20]([CH3:24])=[CH:19][C:18]=1[CH3:25])([CH3:4])([CH3:3])[CH3:2] |f:0.1,2.3,7.8|. Procedure: A solution of 5.59 g of sodium (2-tert-butylethenyl)trimesitylborate in 50 ml of acetone was added to a solution of 5.00 g of diphenyl-p-fluorophenacylsulfonium perchlorate in 100 ml of acetonitrile, and the resultant mixture was stirred at room temperature for 30 minutes. Then, 200 ml of water was added. The resultant precipitate of a yellow oily component was recovered, and 100 ml of dichloromethane was added. The dichloromethane layer was washed with water, dried and concentrated to give 3.11... Starting materials: OC(COC1=C(C=C2C(N(C=NC2=C1)COC(C(C)(C)C)=O)=O)OC)CN1CCCC1 (7-(2-Hydroxy-3-(pyrrolidin-1-yl)propoxy)-6-methoxy-3-((pivaloyloxy)methyl)-3,4-dihydroquinazolin-4-one), N (ammonia). Solvent: CO (methanol). The product is OC(COC1=C(C=C2C(NC=NC2=C1)=O)OC)CN1CCCC1 (7-(2-hydroxy-3-(pyrrolidin-1-yl)propoxy)-6-methoxy-3,4-dihydroquinazolin-4-one). Yield: 95.7%. As a reaction SMILES: [OH:1][CH:2]([CH2:26][N:27]1[CH2:31][CH2:30][CH2:29][CH2:28]1)[CH2:3][O:4][C:5]1[CH:14]=[C:13]2[C:8]([C:9](=[O:23])[N:10](COC(=O)C(C)(C)C)[CH:11]=[N:12]2)=[CH:7][C:6]=1[O:24][CH3:25].N>CO>[OH:1][CH:2]([CH2:26][N:27]1[CH2:31][CH2:30][CH2:29][CH2:28]1)[CH2:3][O:4][C:5]1[CH:14]=[C:13]2[C:8]([C:9](=[O:23])[NH:10][CH:11]=[N:12]2)=[CH:7][C:6]=1[O:24][CH3:25]. Procedure: 7-(2-Hydroxy-3-(pyrrolidin-1-yl)propoxy)-6-methoxy-3-((pivaloyloxy)methyl)-3,4-dihydroquinazolin-4-one (7.8 g) was stirred for 48 hours in a solution of methanol saturated with ammonia (200 ml). The solvent was evaporated and the solid obtained was washed with ether (2×) and ether/dichloromethane (95:5, 2×100 ml) to give the 7-(2-hydroxy-3-(pyrrolidin-1-yl)propoxy)-6-methoxy-3,4-dihydroquinazolin-4-one (5.5 g). Starting materials: N (ammonia), C(C1=CC=CC=C1)[C@H]1NCC[C@@H](C1)N(C(C(F)(F)F)=O)CC1=CC=NC2=CC=CC=C12 ((2R*,4S*)-2-benzyl-N-(4-quinolylmethyl)-N-trifluoroacetyl-4-piperidinamine), C1(=CC=CC=C1)N=C=O (phenyl isocyanate), C(Cl)Cl.CO (methylene chloride methanol). Run in C1(=CC=CC=C1)C (toluene). Conditions: time 2 hour. Yields the product C(C1=CC=CC=C1)[C@H]1N(CC[C@@H](C1)N(C(C(F)(F)F)=O)CC1=CC=NC2=CC=CC=C12)C(NC1=CC=CC=C1)=O ((2R*,4S*)-2-Benzyl-1-(phenylcarbamoyl)-N-(4-quinolylmethyl)-N-trifluoroacetyl-4-piperidinamine). Reaction SMILES: [CH2:1]([C@@H:8]1[CH2:13][C@@H:12]([N:14]([CH2:21][C:22]2[C:31]3[C:26](=[CH:27][CH:28]=[CH:29][CH:30]=3)[N:25]=[CH:24][CH:23]=2)[C:15](=[O:20])[C:16]([F:19])([F:18])[F:17])[CH2:11][CH2:10][NH:9]1)[C:2]1[CH:7]=[CH:6][CH:5]=[CH:4][CH:3]=1.[C:32]1([N:38]=[C:39]=[O:40])[CH:37]=[CH:36][CH:35]=[CH:34][CH:33]=1.C(Cl)Cl.CO.N>C1(C)C=CC=CC=1>[CH2:1]([C@@H:8]1[CH2:13][C@@H:12]([N:14]([CH2:21][C:22]2[C:31]3[C:26](=[CH:27][CH:28]=[CH:29][CH:30]=3)[N:25]=[CH:24][CH:23]=2)[C:15](=[O:20])[C:16]([F:18])([F:19])[F:17])[CH2:11][CH2:10][N:9]1[C:39](=[O:40])[NH:38][C:32]1[CH:37]=[CH:36][CH:35]=[CH:34][CH:33]=1)[C:2]1[CH:3]=[CH:4][CH:5]=[CH:6][CH:7]=1 |f:2.3|. Reported procedure: A solution of 200 mg (0.468 mmol) of (2R*,4S*)-2-benzyl-N-(4-quinolylmethyl)-N-trifluoroacetyl-4-piperidinamine is added to a solution of 72 mg (0.608 mmol) of phenyl isocyanate in 5 ml of toluene, and the reaction mixture is stirred at 1000 for 2 hours. The white suspension is cooled and filtered. The tide compound is obtained as white crystals of melting point 245° (decomposition). TLC: methylene chloride/methanol/conc. ammonia (700:50:1) Rf =0.76, FD-MS: M+ =546. The reactants are BrCC=1SC=CN1 (2- bromomethylthiazole), N1C(=NC=C1)C=1NC=CN1 (2,2'bi-1H-imidazole), COC1=CC=C(CCl)C=C1 (4-methoxybenzyl chloride), title compounds ( 7 ). Yields the product S1C(=NC=C1)CN1C(=NC=C1)C=1NC=CN1 (1-(2-Thiazolylmethyl)-2,2'-bi-1H-imidazole). RXN SMILES: Br[CH2:2][C:3]1[S:4][CH:5]=[CH:6][N:7]=1.COC1C=CC(CCl)=CC=1.[NH:18]1[CH:22]=[CH:21][N:20]=[C:19]1[C:23]1[NH:24][CH:25]=[CH:26][N:27]=1>>[S:4]1[CH:5]=[CH:6][N:7]=[C:3]1[CH2:2][N:18]1[CH:22]=[CH:21][N:20]=[C:19]1[C:23]1[NH:27][CH:26]=[CH:25][N:24]=1. Procedure: If the procedure of Example 1 is repeated using 2- bromomethylthiazole rather than 4-methoxybenzyl chloride of Example 1, the products obtained are title compounds (7) and (8). Starting materials: [H-].C(C(C)C)[Al+]CC(C)C (diisobutylaluminum hydride), C(C)OC(C1=CN=CC(=C1Br)Br)=O (4,5-dibromonicotinic acid ethyl ester), Cl (hydrochloric acid). The solvent is C(Cl)Cl (DCM). Reaction conditions: temperature -78 celsius, time 3 hour. Product: BrC1=C(C=NC=C1Br)C=O (4,5-dibromopyridine-3-carbaldehyde). As a reaction SMILES: C([O:3][C:4](=O)[C:5]1[C:10]([Br:11])=[C:9]([Br:12])[CH:8]=[N:7][CH:6]=1)C.[H-].C([Al+]CC(C)C)C(C)C.Cl>C(Cl)Cl>[Br:11][C:10]1[C:9]([Br:12])=[CH:8][N:7]=[CH:6][C:5]=1[CH:4]=[O:3] |f:1.2|. Procedure: To a cooled (−78° C.) solution of 4,5-dibromonicotinic acid ethyl ester (6 g, 19 mmol) in DCM was added diisobutylaluminum hydride (1 M in toluene, 38.8 mL, 38.8 mmol) dropwise. The mixture stirred for 3 h at −78° C. 1.5 N aqueous hydrochloric acid was added at −78° C. and then the mixture stirred at room temperature for 1 h. The reaction mixture was extracted with DCM. The organic fraction was washed with brine, dried over sodium sulfate, filtered, and concentrated to afford the crude title com... Reactants: C(C)OC(CCCOC1=C(C(=CC=C1)CCCCCCOC1=CC(=CC(=C1)C(N(C)C)=O)Br)CCC(=O)OCC)=O (4-[3-[6-(3-bromo-5-dimethylcarbamoyl-phenoxy)-hexyl]-2-(2-ethoxycarbonyl-ethyl)-phenoxy]-butyric acid ethyl ester), O1CCC2=C1C=CC(=C2)B(O)O (2,3-dihydrobenzofuran-5-boronic acid). Yields the product C(=O)(O)CCC1=C(OCCCC(=O)O)C=CC=C1CCCCCCOC1=CC(=CC(=C1)C(N(C)C)=O)C=1C=CC2=C(CCO2)C1 (4-(2-(2-Carboxy-ethyl)-3-{6-[3-(2,3-dihydro-benzofuran-5-yl)-5-dimethylcarbamoyl-phenoxy]-hexyl}-phenoxy)-butyric acid). Reaction SMILES: C([O:3][C:4](=[O:41])[CH2:5][CH2:6][CH2:7][O:8][C:9]1[CH:14]=[CH:13][CH:12]=[C:11]([CH2:15][CH2:16][CH2:17][CH2:18][CH2:19][CH2:20][O:21][C:22]2[CH:27]=[C:26]([C:28](=[O:32])[N:29]([CH3:31])[CH3:30])[CH:25]=[C:24](Br)[CH:23]=2)[C:10]=1[CH2:34][CH2:35][C:36]([O:38]CC)=[O:37])C.[O:42]1[C:46]2[CH:47]=[CH:48][C:49](B(O)O)=[CH:50][C:45]=2[CH2:44][CH2:43]1>>[C:36]([CH2:35][CH2:34][C:10]1[C:11]([CH2:15][CH2:16][CH2:17][CH2:18][CH2:19][CH2:20][O:21][C:22]2[CH:27]=[C:26]([C:28](=[O:32])[N:29]([CH3:30])[CH3:31])[CH:25]=[C:24]([C:49]3[CH:48]=[CH:47][C:46]4[O:42][CH2:43][CH2:44][C:45]=4[CH:50]=3)[CH:23]=2)=[CH:12][CH:13]=[CH:14][C:9]=1[O:8][CH2:7][CH2:6][CH2:5][C:4]([OH:41])=[O:3])([OH:38])=[O:37]. Procedure: The title compound was prepared according to the general procedure described in Steps 3 and 4 of Method F starting from 4-[3-[6-(3-bromo-5-dimethylcarbamoyl-phenoxy)-hexyl]-2-(2-ethoxycarbonyl-ethyl)-phenoxy]-butyric acid ethyl ester and 2,3-dihydrobenzofuran-5-boronic acid. LC/MS indicated a purity of 93% as measured by UV 214 nM. Starting materials: FC(C1=C(C=CC(=C1)C(F)(F)F)N1CCC(CC1)C=O)(F)F (1-[2,4-bis(trifluoromethyl)phenyl]piperidine-4-carbaldehyde), C(C#C)NC1=NC(SC1)=O (4-(prop-2-yn-1-ylamino)-1,3-thiazol-2(5H)-one), C(C)(=O)[O-].[NH2+]1CCCCC1 (piperidinium acetate). Solvent: CC(C)O (2-propanol). Run at temperature 80 celsius, time 1 hour. Product: FC(C1=C(C=CC(=C1)C(F)(F)F)N1CCC(CC1)\C=C/1\C(=NC(S1)=O)NCC#C)(F)F ((5Z)-5-({1-[2,4-bis(trifluoromethyl)phenyl]piperidin-4-yl}methylidene)-4-(prop-2-yn-1-ylamino)-1,3-thiazol-2(5H)-one). Isolated yield 63.5%. As a reaction SMILES: [F:1][C:2]([F:22])([F:21])[C:3]1[CH:8]=[C:7]([C:9]([F:12])([F:11])[F:10])[CH:6]=[CH:5][C:4]=1[N:13]1[CH2:18][CH2:17][CH:16]([CH:19]=O)[CH2:15][CH2:14]1.[CH2:23]([NH:26][C:27]1[CH2:31][S:30][C:29](=[O:32])[N:28]=1)[C:24]#[CH:25].C([O-])(=O)C.[NH2+]1CCCCC1>CC(O)C>[F:22][C:2]([F:1])([F:21])[C:3]1[CH:8]=[C:7]([C:9]([F:12])([F:11])[F:10])[CH:6]=[CH:5][C:4]=1[N:13]1[CH2:18][CH2:17][CH:16](/[CH:19]=[C:31]2/[C:27]([NH:26][CH2:23][C:24]#[CH:25])=[N:28][C:29](=[O:32])[S:30]/2)[CH2:15][CH2:14]1 |f:2.3|. Reported procedure: To a solution of 1-[2,4-bis(trifluoromethyl)phenyl]piperidine-4-carbaldehyde (1.61 g) in 2-propanol (20 mL) were added 4-(prop-2-yn-1-ylamino)-1,3-thiazol-2(5H)-one (1.15 g) and piperidinium acetate (0.72 g). The reaction mixture was stirred at 80° C. for 1 hr, and the solvent was evaporated under reduced pressure. Water was added to the residue, and the mixture was extracted with ethyl acetate. The extract was washed with saturated brine, and dried over anhydrous magnesium sulfate, and the solv... Reactants: C(C1=CC=CC=C1)OC(C(F)(F)F)(C(F)(F)F)C1=CC(=C(C=N1)N1CCN(CC1)C(CN1C(NC(C1=O)(C)C=1C=CC2=C(CCO2)C1)=O)=O)CCC (3-[2-(4-{6-[2-(Benzyloxy)-1,1,1,3,3,3-hexafluoropropan-2-yl]-4-propylpyridin-3-yl}piperazin-1-yl)-2-oxoethyl]-5-(2,3-dihydrobenzofuran-5-yl)-5-methylimidazolidine-2,4-dione). The reagents and catalysts are [C].[Pd] (palladium carbon). Run in CO (methanol). Reaction conditions: time 2 hour. Yields the product O1CCC2=C1C=CC(=C2)C2(C(N(C(N2)=O)CC(=O)N2CCN(CC2)C=2C=NC(=CC2CCC)C(C(F)(F)F)(C(F)(F)F)O)=O)C (5-(2,3-dihydrobenzofuran-5-yl)-3-(2-{4-[6-(1,1,1,3,3,3-hexafluoro-2-hydroxypropan-2-yl)-4-propylpyridin-3-yl]piperazin-1-yl}-2-oxoethyl)-5-methylimidazolidine-2,4-dione). Isolated yield 66.7%. Reaction SMILES: C([O:8][C:9]([C:18]1[N:23]=[CH:22][C:21]([N:24]2[CH2:29][CH2:28][N:27]([C:30](=[O:49])[CH2:31][N:32]3[C:36](=[O:37])[C:35]([C:39]4[CH:40]=[CH:41][C:42]5[O:46][CH2:45][CH2:44][C:43]=5[CH:47]=4)([CH3:38])[NH:34][C:33]3=[O:48])[CH2:26][CH2:25]2)=[C:20]([CH2:50][CH2:51][CH3:52])[CH:19]=1)([C:14]([F:17])([F:16])[F:15])[C:10]([F:13])([F:12])[F:11])C1C=CC=CC=1>CO.[C].[Pd]>[O:46]1[C:42]2[CH:41]=[CH:40][C:39]([C:35]3([CH3:38])[NH:34][C:33](=[O:48])[N:32]([CH2:31][C:30]([N:27]4[CH2:26][CH2:25][N:24]([C:21]5[CH:22]=[N:23][C:18]([C:9]([OH:8])([C:14]([F:15])([F:16])[F:17])[C:10]([F:11])([F:12])[F:13])=[CH:19][C:20]=5[CH2:50][CH2:51][CH3:52])[CH2:29][CH2:28]4)=[O:49])[C:36]3=[O:37])=[CH:47][C:43]=2[CH2:44][CH2:45]1 |f:2.3|. Reported procedure: 3-[2-(4-{6-[2-(Benzyloxy)-1,1,1,3,3,3-hexafluoropropan-2-yl]-4-propylpyridin-3-yl}piperazin-1-yl)-2-oxoethyl]-5-(2,3-dihydrobenzofuran-5-yl)-5-methylimidazolidine-2,4-dione (13 mg, 0.0170 mmol) was dissolved in methanol (1.5 mL), added palladium carbon (2.0 mg), and the mixture was stirred at room temperature for 2 hours under a hydrogen atomosphere. The reaction solution was filtered through a pad of celite, and concentrated in vacuo. The obtained residue was purified by silica-gel column chrom... Reactants: [N+](=O)([O-])C1=CC=C(C=C1)C1=NN=C(CC2=C1C=C(C(=C2)OC)OC)C (1-(4-nitrophenyl)-4-methyl-7,8-dimethoxy-5H-2,3-benzodiazepine). Reagents/catalysts: [Pd] (palladium). Solvent: CN(C=O)C (dimethylformamide), CN(C=O)C (dimethylformamide). Conditions: time 15 hour. The product is NC1=CC=C(C=C1)C1=NN=C(CC2=C1C=C(C(=C2)OC)OC)C (1-(4-aminophenyl)-4-methyl-7,8-dimethoxy-5H-2,3-benzodiazepine). RXN SMILES: [N+:1]([C:4]1[CH:9]=[CH:8][C:7]([C:10]2[C:16]3[CH:17]=[C:18]([O:23][CH3:24])[C:19]([O:21][CH3:22])=[CH:20][C:15]=3[CH2:14][C:13]([CH3:25])=[N:12][N:11]=2)=[CH:6][CH:5]=1)([O-])=O>CN(C)C=O.[Pd]>[NH2:1][C:4]1[CH:9]=[CH:8][C:7]([C:10]2[C:16]3[CH:17]=[C:18]([O:23][CH3:24])[C:19]([O:21][CH3:22])=[CH:20][C:15]=3[CH2:14][C:13]([CH3:25])=[N:12][N:11]=2)=[CH:6][CH:5]=1. Procedure: 26.6 g (0.078 mole) of 1-(4-nitrophenyl)-4-methyl-7,8-dimethoxy-5H-2,3-benzodiazepine are suspended in 540 ml of dimethylformamide, 2 g of 10% palladium on bone coal catalyst are suspended in 60 ml of dimethylformamide and added to the previous suspension. The reaction mixture is stirred vigorously at room temperature, under hydrogen. The reduction terminates in about 15 hours. Then the catalyst is filtered off, the filtrate is clarified with activated carbon and evaporated in vacuo. The crystal...